describe an organic reaction: reactants, conditions, products, and yield From a dataset of the Open Reaction Database (ORD), a public repository of structured organic reaction records. The reactants are NC1=C(SC(=C1)Br)C(=O)N (3-amino-5-bromothiophene-2-carboxamide), CC=1C=CC(=CC1)S(=O)(=O)O (PTSA), C1(CCCCC1)=O (cyclohexanone), 1,1′-bis(diphenylphosphino) ferrocenepalladium (II) dichloride dichloromethane, CC1(OB(OC1(C)C)C=1C=NNC1)C (4-(4,4,5,5-tetramethyl-1,3,2-dioxaborolan-2-yl)-1H-pyrazole), C([O-])([O-])=O.[Na+].[Na+] (sodium carbonate), C(=O)(O)[O-].[Na+] (NaHCO3). The solvent is C(C)(=O)O (acetic acid), O (water), COCCOC (1,2-dimethoxyethane). Reaction conditions: temperature 90 celsius, time 2 hour. Product: N1N=CC(=C1)C1=CC=2NC3(NC(C2S1)=O)CCCCC3 (6′-(1H-pyrazol-4-yl)-1′H-spiro[cyclohexane-1,2′-thieno[3,2-d]pyrimidin]-4′(3′H)-one). Yield: 596.5%. RXN SMILES: [NH2:1][C:2]1[CH:6]=[C:5](Br)[S:4][C:3]=1[C:8]([NH2:10])=[O:9].C[C:12]1[CH:13]=[CH:14][C:15](S(O)(=O)=O)=[CH:16][CH:17]=1.C1(=O)CCCCC1.C([O-])(O)=O.[Na+].CC1(C)C(C)(C)OB([C:42]2[CH:43]=[N:44][NH:45][CH:46]=2)O1.C(=O)([O-])[O-].[Na+].[Na+]>O.COCCOC.C(O)(=O)C>[NH:44]1[CH:43]=[C:42]([C:5]2[S:4][C:3]3[C:8](=[O:9])[NH:10][C:17]4([CH2:12][CH2:13][CH2:14][CH2:15][CH2:16]4)[NH:1][C:2]=3[CH:6]=2)[CH:46]=[N:45]1 |f:3.4,6.7.8|. Procedure details: A mixture of 3-amino-5-bromothiophene-2-carboxamide (221 mg, 1 mmol), PTSA (9.5 mg, 0.050 mmol), cyclohexanone (2.94 g, 30.0 mmol) and acetic acid (2 mL) was stirred at 90° C. for 2 h. Then, the mixture was poured into saturated aqueous NaHCO3 (100 mL). Extraction with EtOAc (100 mL), washing with brine, drying over MgSO4, filtration and concentration under reduced pressure gave a yellow solid. This residue was mixed with 4-(4,4,5,5-tetramethyl-1,3,2-dioxaborolan-2-yl)-1H-pyrazole (582 mg, 3.00 ... Starting materials: C[SiH](OCC)C (dimethylethoxysilane), C(C=C)N (allylamine), C1=CC=CC=2SC3=CC=CC=C3NC12 (phenothiazine). The solvent is C(C)O (ethanol). The product is 87.8, NCCC[Si](OCC)(C)C (γ-aminopropyldimethylethoxysilane). Isolated yield 55.0%. RXN SMILES: [CH2:1]([NH2:4])[CH:2]=[CH2:3].C1C2NC3C(=CC=CC=3)SC=2C=CC=1.[CH3:19][SiH:20]([CH3:24])[O:21][CH2:22][CH3:23]>C(O)C>[NH2:4][CH2:1][CH2:2][CH2:3][Si:20]([CH3:24])([CH3:19])[O:21][CH2:22][CH3:23]. Reported procedure: Into the same reactor as used in Example 1, 54.7 parts of allylamine, 1.0 part of phenothiazine and 0.0005 part as platinum atom of the same platinum complex as in Example 1 were charged, 100 parts of dimethylethoxysilane were added at 50° C. through the dropping funnel over 20 minutes, and the reaction was completed by elevating the temperature to 125° C. over 4 hours. After cooling, 5.5 parts of ethanol were added, and distillation was carried out to give 87.8 parts of γ-aminopropyldimethyleth... Starting materials: [N+](=O)([O-])C1=CC=CC=2OCCOC21 (5-nitro-2,3-dihydrobenzo[b][1,4]dioxine). Reagents/catalysts: [Pd] (palladium on carbon). Run in CO (methanol). Conditions: time 8 hour. Product: O1C2=C(OCC1)C(=CC=C2)N (2,3-dihydrobenzo[b][1,4]dioxin-5-amine). The yield is 97.7%. Reaction SMILES: [N+:1]([C:4]1[C:13]2[O:12][CH2:11][CH2:10][O:9][C:8]=2[CH:7]=[CH:6][CH:5]=1)([O-])=O>[Pd].CO>[O:9]1[CH2:10][CH2:11][O:12][C:13]2[C:4]([NH2:1])=[CH:5][CH:6]=[CH:7][C:8]1=2. Procedure details: A suspension of 5-nitro-2,3-dihydrobenzo[b][1,4]dioxine (8 g, 0.044 mol) and palladium on carbon (10%, 2 g) in methanol (250 mL) was stirred vigorously under an atmosphere of hydrogen overnight at room temperature. The mixture was filtered through a pad of Celite and then concentrated to give the crude product, which was purified by silica gel column chromatography (petroleum ether/ethyl acetate 9/1) to afford the product 2,3-dihydrobenzo[b][1,4]dioxin-5-amine (6.5 g, yield 97%). 1H NMR (400 MHz... Starting materials: CCOCC, NCCc1c[nH]c2ccccc12, O=C(O)c1c[nH]c2c(=O)[nH]c3ccccc3c12. As a reaction SMILES: [CH3:30][CH2:31][O:32][CH2:33][CH3:34].[NH2:18][CH2:19][CH2:20][c:21]1[cH:22][nH:23][c:24]2[cH:25][cH:26][cH:27][cH:28][c:29]12.[O:1]=[c:2]1[nH:3][c:4]2[cH:5][cH:6][cH:7][cH:8][c:9]2[c:10]2[c:11]1[nH:12][cH:13][c:14]2[C:15](=[O:16])[OH:17]>>[O:1]=[c:2]1[nH:3][c:4]2[cH:5][cH:6][cH:7][cH:8][c:9]2[c:10]2[c:11]1[nH:12][cH:13][c:14]2[C:15](=[O:17])[NH:18][CH2:19][CH2:20][c:21]1[cH:22][nH:23][c:24]2[cH:25][cH:26][cH:27][cH:28][c:29]12. Yields the product O=C(NCCc1c[nH]c2ccccc12)c1c[nH]c2c(=O)[nH]c3ccccc3c12.